Dataset: the Open Reaction Database (ORD), a public repository of structured organic reaction records. Task: describe an organic reaction: reactants, conditions, products, and yield Product: COc1ccc2c(c1)C(O)C(CN1CCC3(CC1)C(=O)NCN3c1ccccc1)CC2. Starting materials: [BH4-], CCO, CO, Cl, [Na+], O, COc1ccc2c(c1)C(=O)C(CN1CCC3(CC1)C(=O)NCN3c1ccccc1)CC2. Reaction SMILES: [BH4-:33].[CH3:35][CH2:36][OH:37].[CH3:38][OH:39].[ClH:32].[Na+:34].[OH2:40].[c:1]1([N:7]2[CH2:8][NH:9][C:10](=[O:31])[C:11]23[CH2:12][CH2:13][N:14]([CH2:17][CH:18]2[C:19](=[O:30])[c:20]4[cH:21][c:22]([O:28][CH3:29])[cH:23][cH:24][c:25]4[CH2:26][CH2:27]2)[CH2:15][CH2:16]3)[cH:2][cH:3][cH:4][cH:5][cH:6]1>>[c:1]1([N:7]2[CH2:8][NH:9][C:10](=[O:31])[C:11]23[CH2:12][CH2:13][N:14]([CH2:17][CH:18]2[CH:19]([OH:30])[c:20]4[cH:21][c:22]([O:28][CH3:29])[cH:23][cH:24][c:25]4[CH2:26][CH2:27]2)[CH2:15][CH2:16]3)[cH:2][cH:3][cH:4][cH:5][cH:6]1.